This data is from the Open Reaction Database (ORD), a public repository of structured organic reaction records. The task is: describe an organic reaction: reactants, conditions, products, and yield Starting materials: FC(C1=CC=C(C=C1)B(O)O)(F)F (4-(trifluoromethyl)phenylboronic acid), ClC1=NC2=CC=C(C=C2N=C1N(C)C(C)C)C(=O)OC (methyl 2-chloro-3-(isopropyl(methyl)amino)quinoxaline-6-carboxylate), [O-]P(=O)([O-])[O-].[K+].[K+].[K+] (K3PO4). The reagents and catalysts are O (water), C=1C=CC(=CC1)[P](C=2C=CC=CC2)(C=3C=CC=CC3)[Pd]([P](C=4C=CC=CC4)(C=5C=CC=CC5)C=6C=CC=CC6)([P](C=7C=CC=CC7)(C=8C=CC=CC8)C=9C=CC=CC9)[P](C=1C=CC=CC1)(C=1C=CC=CC1)C=1C=CC=CC1 (Pd(PPh3)4). The solvent is O1CCOCC1 (dioxane). Conditions: temperature 90 celsius, time 4 hour. Yields the product C(C)(C)N(C=1C(=NC2=CC=C(C=C2N1)C(=O)OC)C1=CC=C(C=C1)C(F)(F)F)C (methyl 3-(isopropyl(methyl)amino)-2-(4-(trifluoromethyl)phenyl)quinoxaline-6-carboxylate). Yield: 81.6%. As a reaction SMILES: [F:1][C:2]([F:13])([F:12])[C:3]1[CH:8]=[CH:7][C:6](B(O)O)=[CH:5][CH:4]=1.Cl[C:15]1[C:24]([N:25]([CH:27]([CH3:29])[CH3:28])[CH3:26])=[N:23][C:22]2[C:17](=[CH:18][CH:19]=[C:20]([C:30]([O:32][CH3:33])=[O:31])[CH:21]=2)[N:16]=1.[O-]P([O-])([O-])=O.[K+].[K+].[K+]>O1CCOCC1.O.C1C=CC([P]([Pd]([P](C2C=CC=CC=2)(C2C=CC=CC=2)C2C=CC=CC=2)([P](C2C=CC=CC=2)(C2C=CC=CC=2)C2C=CC=CC=2)[P](C2C=CC=CC=2)(C2C=CC=CC=2)C2C=CC=CC=2)(C2C=CC=CC=2)C2C=CC=CC=2)=CC=1>[CH:27]([N:25]([CH3:26])[C:24]1[C:15]([C:6]2[CH:7]=[CH:8][C:3]([C:2]([F:13])([F:12])[F:1])=[CH:4][CH:5]=2)=[N:16][C:17]2[C:22]([N:23]=1)=[CH:21][C:20]([C:30]([O:32][CH3:33])=[O:31])=[CH:19][CH:18]=2)([CH3:29])[CH3:28] |f:2.3.4.5,^1:52,54,73,92|. Reported procedure: To a solution of 4-(trifluoromethyl)phenylboronic acid (273 mg, 1.44 mmol) in dioxane (6 mL) was added methyl 2-chloro-3-(isopropyl(methyl)amino)quinoxaline-6-carboxylate (140 mg, 0.48 mmol), K3PO4 (303 mg, 1.44 mmol), Pd(PPh3)4 (27.6 mg, 0.02 mmol) and water (3 drops), and the reaction mixture was stirred for 4 hours at 90° C. in an oil bath under an inert atmosphere of nitrogen. The reaction mixture was concentrated in vacuo and then purified via silica gel column chromatography (2%-10% ethyl ...